Task: describe an organic reaction: reactants, conditions, products, and yield. Dataset: the Open Reaction Database (ORD), a public repository of structured organic reaction records Procedure details: Tetrabromophthalic anhydride (7.03 g, 0.015 mole), 1-methylethyl 5-amino-2-chlorobenzoate (3.24 g, 0.015 mole) and toluene (about 150 ml) were heated almost to reflux over 30 minutes. The reaction mixture was cooled and filtered to give the title compound, m.p. 169°-171° C. (decomp.) (8.92 g, 87% yield). Solvent: C1(=CC=CC=C1)C (toluene). Product: BrC1=C(C(=O)O)C(=C(C(=C1Br)Br)Br)C(=O)NC1=CC(=C(C=C1)Cl)C(=O)OC(C)C (2,3,4,5-Tetrabromo-6-[[[4-chloro-3-(1-methylethoxycarbonyl)phenyl]amino]carbonyl]benzoic acid). As a reaction SMILES: [Br:1][C:2]1[C:3]([Br:15])=[C:4]([Br:14])[C:5]([Br:13])=[C:6]2[C:11](=[O:12])[O:10][C:8](=[O:9])[C:7]=12.[NH2:16][C:17]1[CH:18]=[CH:19][C:20]([Cl:29])=[C:21]([CH:28]=1)[C:22]([O:24][CH:25]([CH3:27])[CH3:26])=[O:23]>C1(C)C=CC=CC=1>[Br:13][C:5]1[C:4]([Br:14])=[C:3]([Br:15])[C:2]([Br:1])=[C:7]([C:8]([NH:16][C:17]2[CH:18]=[CH:19][C:20]([Cl:29])=[C:21]([C:22]([O:24][CH:25]([CH3:27])[CH3:26])=[O:23])[CH:28]=2)=[O:9])[C:6]=1[C:11]([OH:10])=[O:12]. The yield is 87.0%. Starting materials: BrC=1C(=C(C(=C2C1C(=O)OC2=O)Br)Br)Br (Tetrabromophthalic anhydride), NC=1C=CC(=C(C(=O)OC(C)C)C1)Cl (1-methylethyl 5-amino-2-chlorobenzoate). The reactants are BrC=1NC(=C(C1C#N)C(F)(F)F)Br (2,5-dibromo-4-(trifluoro-methyl)pyrrole-3-carbonitrile), [K] (potassium), CI (methyl iodide), [O-]CCCC (butoxide). Run in O1CCCC1 (tetrahydrofuran), O (water), CCOCC (ether). Run at temperature 50 celsius, time 1 hour. Product: BrC=1N(C(=C(C1C#N)C(F)(F)F)Br)C (2,5-dibromo-1-methyl -4- (trifluoro-methyl ) pyrrole-3-carbonitrile). Reaction SMILES: [Br:1][C:2]1[NH:3][C:4]([Br:13])=[C:5]([C:9]([F:12])([F:11])[F:10])[C:6]=1[C:7]#[N:8].[K].[O-][CH2:16]CCC.CI>O1CCCC1.O.CCOCC>[Br:1][C:2]1[N:3]([CH3:16])[C:4]([Br:13])=[C:5]([C:9]([F:10])([F:11])[F:12])[C:6]=1[C:7]#[N:8] |^1:13|. Procedure: A solution of 2,5-dibromo-4-(trifluoro-methyl)pyrrole-3-carbonitrile (0.10 g, 0.30 mmo1) in tetrahydrofuran is treated with solid potassium! butoxide (0,053 g, 0.49 mmo1), stirred for I hour at 25° C., treated dropwise with methyl iodide (0 067 g, 0.47 mmol), stirred for 2 hours at 25° C. and for 1 hour at 50° C. and diluted with water and ether. The phases are separated and the organic phase is washed sequentially with water and brine, dried over MgSO4 and concentrated in vacuo to afford the ti... Reactants: C(#N)C(CN)C1=CC(=C(C=C1)OC)OC1CCCC1 (2-cyano-2-(3-cyclopentyloxy-4-methoxyphenyl)ethylamine), C[Si](C)(C)N=C=O (trimethylsilyl isocyanate), [Cl-].[NH4+] (ammonium chloride). The solvent is O1CCCC1 (tetrahydrofuran). Run at time 8 hour. Product: C(#N)C(CNC(=O)N)C1=CC(=C(C=C1)OC)OC1CCCC1 (N-[2-Cyano-2-(3-cyclopentyloxy-4-methoxyphenyl)ethyl]urea). As a reaction SMILES: [C:1]([CH:3]([C:6]1[CH:11]=[CH:10][C:9]([O:12][CH3:13])=[C:8]([O:14][CH:15]2[CH2:19][CH2:18][CH2:17][CH2:16]2)[CH:7]=1)[CH2:4][NH2:5])#[N:2].C[Si]([N:24]=[C:25]=[O:26])(C)C.[Cl-].[NH4+]>O1CCCC1>[C:1]([CH:3]([C:6]1[CH:11]=[CH:10][C:9]([O:12][CH3:13])=[C:8]([O:14][CH:15]2[CH2:16][CH2:17][CH2:18][CH2:19]2)[CH:7]=1)[CH2:4][NH:5][C:25]([NH2:24])=[O:26])#[N:2] |f:2.3|. Procedure: To a solution of 2-cyano-2-(3-cyclopentyloxy-4-methoxyphenyl)ethylamine [3-amino-2-(3-cyclopentyloxy-4-methoxyphenyl)propionitrile, 0.17 g, 0.66 mmol] in tetrahydrofuran (5 mL) under an argon atmosphere was added trimethylsilyl isocyanate (0.13 mL, 0.96 mmol). The resulting mixture was stirred overnight at room temperature. Aqueous ammonium chloride was added, the mixture was extracted three times with 5% methanol/methylene chloride, the extract was dried (potassium carbonate) and evaporated. Pu... The reactants are N1C=CC2=CC=C(C=C12)\C=C\C(CC(\C=C\C1=CC=C(C=C1)OCCN1CCOCC1)=O)=O ((1E,6E)-1-(1H-indol-6-yl)-7-[4-(2-morpholinoethoxy)phenyl]hepta-1,6-diene-3,5-dione), CC(=O)O (AcOH), O.NN (hydrazine monohydrate), C(=O)([O-])[O-].[K+].[K+] (K2CO3). Solvent: C1CCOC1 (THF), CCOC(=O)C (AcOEt), O (water). Conditions: temperature 60 celsius, time 3 hour. Yields the product N1C=CC2=CC=C(C=C12)/C=C/C1=CC(=NN1)/C=C/C1=CC=C(OCCN2CCOCC2)C=C1 (4-[2-[4-[(E)-2-[5-[(E)-2-(1H-indol-6-yl)vinyl]-1H-pyrazol-3-yl]vinyl]phenoxy]ethyl]morpholine). Yield: 42.0%. Reaction SMILES: [NH:1]1[C:9]2[C:4](=[CH:5][CH:6]=[C:7](/[CH:10]=[CH:11]/[C:12](=O)[CH2:13][C:14](=O)/[CH:15]=[CH:16]/[C:17]3[CH:22]=[CH:21][C:20]([O:23][CH2:24][CH2:25][N:26]4[CH2:31][CH2:30][O:29][CH2:28][CH2:27]4)=[CH:19][CH:18]=3)[CH:8]=2)[CH:3]=[CH:2]1.CC(O)=O.O.[NH2:39][NH2:40].C([O-])([O-])=O.[K+].[K+]>C1COCC1.CCOC(C)=O.O>[NH:1]1[C:9]2[C:4](=[CH:5][CH:6]=[C:7](/[CH:10]=[CH:11]/[C:12]3[NH:40][N:39]=[C:14](/[CH:15]=[CH:16]/[C:17]4[CH:22]=[CH:21][C:20]([O:23][CH2:24][CH2:25][N:26]5[CH2:31][CH2:30][O:29][CH2:28][CH2:27]5)=[CH:19][CH:18]=4)[CH:13]=3)[CH:8]=2)[CH:3]=[CH:2]1 |f:2.3,4.5.6|. Procedure: To 1.5 g of (1E,6E)-1-(1H-indol-6-yl)-7-[4-(2-morpholinoethoxy)phenyl]hepta-1,6-diene-3,5-dione were added 13.5 mL of AcOH and 1.31 mL of hydrazine monohydrate, and the mixture was stirred at 60° C. for 3 hours. The reaction mixture was allowed to cool back to room temperature and poured into a stirring mixture of 18.7 g of K2CO3, 95 mL of cold water, 30 mL of AcOEt and 20 mL of THF. The organic layer was separated, washed with saturated brine, dried over MgSO4, and concentrated. The residue was...